Dataset: the Open Reaction Database (ORD), a public repository of structured organic reaction records. Task: describe an organic reaction: reactants, conditions, products, and yield Starting materials: ClC=1C=C(C(=NC1)NC=1C=NC(=CC1)OC)C1=NC(=NC(=N1)C)N(CC1=CC=C(C=C1)OC)CC1=CC=C(C=C1)OC (4-(5-chloro-2-(6-methoxypyridin-3-ylamino)pyridin-3-yl)-N,N-bis(4-methoxybenzyl)-6-methyl-1,3,5-triazin-2-amine), C1(CCCCC1)P(C1=C(C=CC=C1)C1=C(C=C(C=C1C(C)C)C(C)C)C(C)C)C1CCCCC1 (dicyclohexyl(2′,4′,6′-triisopropylbiphenyl-2-yl)phosphine), C(CCC)[Sn](C1=NC=CC=C1)(CCCC)CCCC (2-(tributylstannyl)pyridine). The reagents and catalysts are C=1C=CC(=CC1)/C=C/C(=O)/C=C/C2=CC=CC=C2.C=1C=CC(=CC1)/C=C/C(=O)/C=C/C2=CC=CC=C2.C=1C=CC(=CC1)/C=C/C(=O)/C=C/C2=CC=CC=C2.[Pd].[Pd] (tris(dibenzylideneacetone)dipalladium(0)). Reaction conditions: temperature 110 celsius. Product: COC1=CC=C(CN(C2=NC(=NC(=N2)C)C=2C=C(C=NC2NC=2C=NC(=CC2)OC)C2=NC=CC=C2)CC2=CC=C(C=C2)OC)C=C1 (5′-(4-(Bis(4-Methoxybenzyl)Amino)-6-Methyl-1,3,5-Triazin-2-yl)-N-(6-Methoxypyridin-3-yl)-2,3′-Bipyridin-6′-Amine). Reaction SMILES: Cl[C:2]1[CH:3]=[C:4]([C:17]2[N:22]=[C:21]([CH3:23])[N:20]=[C:19]([N:24]([CH2:34][C:35]3[CH:40]=[CH:39][C:38]([O:41][CH3:42])=[CH:37][CH:36]=3)[CH2:25][C:26]3[CH:31]=[CH:30][C:29]([O:32][CH3:33])=[CH:28][CH:27]=3)[N:18]=2)[C:5]([NH:8][C:9]2[CH:10]=[N:11][C:12]([O:15][CH3:16])=[CH:13][CH:14]=2)=[N:6][CH:7]=1.C1(P(C2CCCCC2)C2C=CC=CC=2C2C(C(C)C)=CC(C(C)C)=CC=2C(C)C)CCCCC1.C([Sn](CCCC)(CCCC)[C:82]1[CH:87]=[CH:86][CH:85]=[CH:84][N:83]=1)CCC>C1C=CC(/C=C/C(/C=C/C2C=CC=CC=2)=O)=CC=1.C1C=CC(/C=C/C(/C=C/C2C=CC=CC=2)=O)=CC=1.C1C=CC(/C=C/C(/C=C/C2C=CC=CC=2)=O)=CC=1.[Pd].[Pd]>[CH3:33][O:32][C:29]1[CH:30]=[CH:31][C:26]([CH2:25][N:24]([CH2:34][C:35]2[CH:40]=[CH:39][C:38]([O:41][CH3:42])=[CH:37][CH:36]=2)[C:19]2[N:20]=[C:21]([CH3:23])[N:22]=[C:17]([C:4]3[CH:3]=[C:2]([C:82]4[CH:87]=[CH:86][CH:85]=[CH:84][N:83]=4)[CH:7]=[N:6][C:5]=3[NH:8][C:9]3[CH:10]=[N:11][C:12]([O:15][CH3:16])=[CH:13][CH:14]=3)[N:18]=2)=[CH:27][CH:28]=1 |f:3.4.5.6.7|. Procedure: A mixture of 4-(5-chloro-2-(6-methoxypyridin-3-ylamino)pyridin-3-yl)-N,N-bis(4-methoxybenzyl)-6-methyl-1,3,5-triazin-2-amine (0.100 g, 0.171 mmol), dicyclohexyl(2′,4′,6′-triisopropylbiphenyl-2-yl)phosphine (4.08 mg, 8.56 μmol), tris(dibenzylideneacetone)dipalladium(0) (7.84 mg, 8.56 μmol) and 2-(tributylstannyl)pyridine (0.082 g, 0.223 mmol) (Alfa Aesar) was purged with argon and toluene (0.9 mL) was added. The tube was sealed and the mixture was heated at 110° C. The reaction mixture was cooled... Procedure details: To a solution of 2-(methyloxy)-4,6-bis(trifluoromethyl)benzoic acid (20.2 g; 70.14 mmol) in dry DCM (400 mL), at 0° C., was added dropwise oxalyl chloride (13.4 mL; 154.31 mmol) followed by dry DMF (5 drops). The reaction was allowed to reach room temperature. After overnight stirring the solvent was evaporated in vacuo to get the title product (23.5 g) as a yellow slurry used without further purification. Solvent: C(Cl)Cl (DCM). Reagents/catalysts: CN(C)C=O (DMF). Reaction SMILES: [CH3:1][O:2][C:3]1[CH:11]=[C:10]([C:12]([F:15])([F:14])[F:13])[CH:9]=[C:8]([C:16]([F:19])([F:18])[F:17])[C:4]=1[C:5](O)=[O:6].C(Cl)(=O)C([Cl:23])=O>C(Cl)Cl.CN(C=O)C>[CH3:1][O:2][C:3]1[CH:11]=[C:10]([C:12]([F:15])([F:14])[F:13])[CH:9]=[C:8]([C:16]([F:19])([F:18])[F:17])[C:4]=1[C:5]([Cl:23])=[O:6]. Conditions: time 8 hour. The product is COC1=C(C(=O)Cl)C(=CC(=C1)C(F)(F)F)C(F)(F)F (2-(Methyloxy)-4,6-bis(trifluoromethyl)benzoyl chloride). Reactants: COC1=C(C(=O)O)C(=CC(=C1)C(F)(F)F)C(F)(F)F (2-(methyloxy)-4,6-bis(trifluoromethyl)benzoic acid), C(C(=O)Cl)(=O)Cl (oxalyl chloride). Isolated yield 109.3%.